From a dataset of the Open Reaction Database (ORD), a public repository of structured organic reaction records. describe an organic reaction: reactants, conditions, products, and yield The reactants are solid, [OH-].[Na+] (sodium hydroxide), CS(=O)(=O)O (methanesulfonic acid), hydrochloride salt, C(#C)C=1C=C(C=CC1)NC1=NC=NC2=CC(=C(C=C12)OCCOC)OCCOC (N-(3-ethynylphenyl)-6,7-bis(2-methoxyethoxy)-4-quinazolinamine), C(C)(=O)OCC (ethyl acetate). Run in O (water). Conditions: temperature 42.5 celsius, time 1 hour. Product: S(C)(=O)(=O)O.C(#C)C=1C=C(C=CC1)NC1=NC=NC2=CC(=C(C=C12)OCCOC)OCCOC (N-(3-ethynylphenyl)-6,7-bis(2-methoxyethoxy)-4-quinazolinamine mesylate salt). The yield is 93.0%. Reaction SMILES: [C:1]([C:3]1[CH:4]=[C:5]([NH:9][C:10]2[C:19]3[C:14](=[CH:15][C:16]([O:25][CH2:26][CH2:27][O:28][CH3:29])=[C:17]([O:20][CH2:21][CH2:22][O:23][CH3:24])[CH:18]=3)[N:13]=[CH:12][N:11]=2)[CH:6]=[CH:7][CH:8]=1)#[CH:2].C(OCC)(=O)C.[OH-].[Na+].[CH3:38][S:39]([OH:42])(=[O:41])=[O:40]>O>[S:39]([OH:42])(=[O:41])(=[O:40])[CH3:38].[C:1]([C:3]1[CH:4]=[C:5]([NH:9][C:10]2[C:19]3[C:14](=[CH:15][C:16]([O:25][CH2:26][CH2:27][O:28][CH3:29])=[C:17]([O:20][CH2:21][CH2:22][O:23][CH3:24])[CH:18]=3)[N:13]=[CH:12][N:11]=2)[CH:6]=[CH:7][CH:8]=1)#[CH:2] |f:2.3,6.7|. Procedure details: The hydrochloride salt of N-(3-ethynylphenyl)-6,7-bis(2-methoxyethoxy)-4-quinazolinamine (100.0 g, 0.223 mole), ethyl acetate (2000 mL) and water (500 mL) were mixed together using mechanical agitation and then warmed to 40-45° C. The stirred mixture was treated portionwise with 50% aqueous sodium hydroxide (40 mL) so that the pH of the aqueous phase was in the range 8-9. The mixture was allowed to settle and separate into two clear liquid phases. The aqueous phase was removed and organic phase ... Reactants: C(CS)(=O)O (Thioglycolic acid), C=O (formaldehyde), BrC=1C=C(N)C=CC1Cl (3-bromo-4-chloroaniline). Run in C1(=CC=CC=C1)C (toluene). The product is BrC=1C=C(C=CC1Cl)N1CSCC1=O (3-(3-Bromo-4-chlorophenyl)thiazolidin-4-one). RXN SMILES: [C:1]([OH:5])(=O)[CH2:2][SH:3].[CH2:6]=O.[Br:8][C:9]1[CH:10]=[C:11]([CH:13]=[CH:14][C:15]=1[Cl:16])[NH2:12]>C1(C)C=CC=CC=1>[Br:8][C:9]1[CH:10]=[C:11]([N:12]2[C:1](=[O:5])[CH2:2][S:3][CH2:6]2)[CH:13]=[CH:14][C:15]=1[Cl:16]. Procedure details: Thioglycolic acid (8.65 g) and 37% aqueous formaldehyde (4.6 ml) was added to a stirred solution of 3-bromo-4-chloroaniline (9.73 g) in toluene (50 ml). The mixture was heated to reflux and the water collected in a Dean and Stark apparatus. After 3 hours the mixture was cooled, diluted with toluene then washed with aqueous sodium hydroxide and water. The organic layer was dried (MgSO4) and concentrated to give the subtitle compound as a solid. Starting materials: CO (methanol), N1C=CC2=CC(=CC=C12)C(=O)OC (methyl 1H-indole-5-carboxylate), BrCC1=C(C=C(C=C1)F)F (1-(bromomethyl)-2,4-difluorobenzene), [H-].[Na+] (sodium hydride). Solvent: CN(C)C=O (DMF). Reaction conditions: time 2 hour. The product is FC1=C(CN2C=CC3=CC(=CC=C23)C(=O)OC)C=CC(=C1)F (Methyl 1-(2,4-difluorobenzyl)-1H-indole-5-carboxylate). Yield: 91.2%. RXN SMILES: [NH:1]1[C:9]2[C:4](=[CH:5][C:6]([C:10]([O:12][CH3:13])=[O:11])=[CH:7][CH:8]=2)[CH:3]=[CH:2]1.Br[CH2:15][C:16]1[CH:21]=[CH:20][C:19]([F:22])=[CH:18][C:17]=1[F:23].[H-].[Na+].CO>CN(C=O)C>[F:23][C:17]1[CH:18]=[C:19]([F:22])[CH:20]=[CH:21][C:16]=1[CH2:15][N:1]1[C:9]2[C:4](=[CH:5][C:6]([C:10]([O:12][CH3:13])=[O:11])=[CH:7][CH:8]=2)[CH:3]=[CH:2]1 |f:2.3|. Procedure: To a solution of methyl 1H-indole-5-carboxylate (2 g, 11.4 mmol, 1 equiv) and 1-(bromomethyl)-2,4-difluorobenzene (1.61 mL, 12.6 mmol, 1.1 equiv) in anhydrous DMF (50 mL) under argon atmosphere was added sodium hydride (913 mg, 22.8 mmol, 2 equiv) in small portions. The mixture was stirred 2 h at room temperature. The reaction mixture was then neutralized by addition of methanol and concentrated in vacuo. The residue was dissolved in AcOEt, washed with brine and dried over MgSO4. The crude was p... Reactants: C([O-])([O-])=O.[K+].[K+] (Potassium carbonate), Cl.COC1=CC=C2C=CC=C(C2=C1)CCN (2-(7-methoxynaphth-1-yl)ethylamine hydrochloride), ClCCCC(=O)Cl (4-chlorobutyryl chloride). The solvent is O.C(Cl)(Cl)Cl (water chloroform). Conditions: time 15 minute. Product: COC1=CC=C2C=CC=C(C2=C1)CCNC(CCCCl)=O (N-[2-(7-Methoxynaphth-1-Yl)Ethyl]-4-Chlorobutyramide). Reaction SMILES: Cl.[CH3:2][O:3][C:4]1[CH:13]=[C:12]2[C:7]([CH:8]=[CH:9][CH:10]=[C:11]2[CH2:14][CH2:15][NH2:16])=[CH:6][CH:5]=1.C(=O)([O-])[O-].[K+].[K+].[Cl:23][CH2:24][CH2:25][CH2:26][C:27](Cl)=[O:28]>O.C(Cl)(Cl)Cl>[CH3:2][O:3][C:4]1[CH:13]=[C:12]2[C:7]([CH:8]=[CH:9][CH:10]=[C:11]2[CH2:14][CH2:15][NH:16][C:27](=[O:28])[CH2:26][CH2:25][CH2:24][Cl:23])=[CH:6][CH:5]=1 |f:0.1,2.3.4,6.7|. Reported procedure: 0.02 mol of 2-(7-methoxynaphth-1-yl)ethylamine hydrochloride is dissolved in a water/chloroform mixture. Potassium carbonate is added and the mixture is agitated for 15 minutes in an ice bath. 0.022 mol of 4-chlorobutyryl chloride is then added dropwise. The agitation is maintained for half an hour at room temperature; then the chloroform phase is dried, and the residue is recrystallized in a toluene/cyclohexane mixture (1:1).